From a dataset of the Open Reaction Database (ORD), a public repository of structured organic reaction records. describe an organic reaction: reactants, conditions, products, and yield Starting materials: ClC1=C(C(=CC=C1)Cl)N=C=S (2,6-dichlorophenyl isothiocyanate), NC1=C(C=CC=C1N)O (2,3-diaminophenol). The product is NC1=C(C(=CC=C1)O)NC(=S)NC1=C(C=CC=C1Cl)Cl (1-(2-Amino-6 hydroxyphenyl)-3-(2,6-dichlorophenyl)thiourea). Yield: 61.0%. Reaction SMILES: [Cl:1][C:2]1[CH:7]=[CH:6][CH:5]=[C:4]([Cl:8])[C:3]=1[N:9]=[C:10]=[S:11].[NH2:12][C:13]1[C:18]([NH2:19])=[CH:17][CH:16]=[CH:15][C:14]=1[OH:20]>>[NH2:19][C:18]1[CH:17]=[CH:16][CH:15]=[C:14]([OH:20])[C:13]=1[NH:12][C:10]([NH:9][C:3]1[C:2]([Cl:1])=[CH:7][CH:6]=[CH:5][C:4]=1[Cl:8])=[S:11]. Procedure: 1.0 equivalent of 2,6-dichlorophenyl isothiocyanate was treated with 1.0 equivalent of 2,3-diaminophenol and heated to reflux for 1 h. After cooling to RT, the precipitate was filtered off with suction, washed with ether, and dried. The desired thiourea was obtained in a yield of 61%. M.p.: 202-204° C. Reactants: P(=O)(OCCCC)(OCCCC)[O-] (dibutyl phosphate), S(O)(O)(=O)=O (sulphuric acid), BrC(C)CCC (2-bromopentane), [Mg] (magnesium), CC(CCC)[Mg]Br (2-pentyl magnesium bromide). Solvent: C(C)OCC (diethyl ether), C(C)OCC (diethyl ether), O1CCCC1 (tetrahydrofuran). Run at temperature 10 celsius, time 1 hour. The product is CC(CCC)P(C(C)CCC)=O (di-2-pentylphosphine oxide). The yield is 52.6%. As a reaction SMILES: Br[CH:2]([CH2:4][CH2:5][CH3:6])[CH3:3].[Mg].[CH3:8][CH:9]([Mg]Br)[CH2:10][CH2:11][CH3:12].[P:15]([O-])(OCCCC)(OCCCC)=[O:16].S(=O)(=O)(O)O>O1CCCC1.C(OCC)C>[CH3:3][CH:2]([PH:15](=[O:16])[CH:9]([CH2:10][CH2:11][CH3:12])[CH3:8])[CH2:4][CH2:5][CH3:6]. Procedure details: A Grignard solution prepared from 2-bromopentane (227.3 g, 1.5 moles) and magnesium (39.6 g) in tetrahydrofuran (500 cm3) was estimated by a standard procedure and found to contain 1.05 moles of 2-pentyl magnesium bromide. The solution was diluted with diethyl ether (250 cm3) and cooled to 10° C. in an atmosphere of nitrogen. A solution of dibutyl phosphate (67.9 g, 0.35 moles) in diethyl ether (500 cm3) was added with stirring during 1 hr. whilst the temperature was maintained at 10°-15° C. The... The reactants are NC=1C=C(C=C(C1)C)C1=CN=C(S1)N1CC(NCCC1)=O (4-[5-(3-amino-5-methylphenyl)-1,3-thiazol-2-yl]-1,4-diazepan-2-one), NC=1C=C(C=C(C1)C)C1=CN=C(S1)N1CC(NCCC1)=O (4-[5-(3-amino-5-methylphenyl)-1,3-thiazol-2-yl]-1,4-diazepan-2-one), ClC1=NC=CC(=N1)C1CC1 (2-chloro-4-cyclopropylpyrimidine), C([O-])([O-])=O.[K+].[K+] (potassium carbonate), CC(C)C1=CC(=C(C(=C1)C(C)C)C2=C(C=CC=C2)P(C3CCCCC3)C4CCCCC4)C(C)C (XPhos). The reagents and catalysts are C=1C=CC(=CC1)/C=C/C(=O)/C=C/C2=CC=CC=C2.C=1C=CC(=CC1)/C=C/C(=O)/C=C/C2=CC=CC=C2.C=1C=CC(=CC1)/C=C/C(=O)/C=C/C2=CC=CC=C2.[Pd].[Pd] (Pd2(dba)3). Reaction conditions: temperature 90 celsius. Yields the product C1(CC1)C1=NC(=NC=C1)NC=1C=C(C=C(C1)C)C1=CN=C(S1)N1CC(NCCC1)=O (4-(5-{3-[(4-cyclopropylpyrimidin-2-yl)amino]-5-methylphenyl}-1,3-thiazol-2-yl)-1,4-diazepan-2-one). Yield: 69.2%. Reaction SMILES: [NH2:1][C:2]1[CH:3]=[C:4]([C:9]2[S:13][C:12]([N:14]3[CH2:20][CH2:19][CH2:18][NH:17][C:16](=[O:21])[CH2:15]3)=[N:11][CH:10]=2)[CH:5]=[C:6]([CH3:8])[CH:7]=1.Cl[C:23]1[N:28]=[C:27]([CH:29]2[CH2:31][CH2:30]2)[CH:26]=[CH:25][N:24]=1.C(=O)([O-])[O-].[K+].[K+].CC(C1C=C(C(C)C)C(C2C=CC=CC=2P(C2CCCCC2)C2CCCCC2)=C(C(C)C)C=1)C>C1C=CC(/C=C/C(/C=C/C2C=CC=CC=2)=O)=CC=1.C1C=CC(/C=C/C(/C=C/C2C=CC=CC=2)=O)=CC=1.C1C=CC(/C=C/C(/C=C/C2C=CC=CC=2)=O)=CC=1.[Pd].[Pd]>[CH:29]1([C:27]2[CH:26]=[CH:25][N:24]=[C:23]([NH:1][C:2]3[CH:3]=[C:4]([C:9]4[S:13][C:12]([N:14]5[CH2:20][CH2:19][CH2:18][NH:17][C:16](=[O:21])[CH2:15]5)=[N:11][CH:10]=4)[CH:5]=[C:6]([CH3:8])[CH:7]=3)[N:28]=2)[CH2:31][CH2:30]1 |f:2.3.4,6.7.8.9.10|. Procedure details: In an oven-dried vial was added 4-[5-(3-amino-5-methylphenyl)-1,3-thiazol-2-yl]-1,4-diazepan-2-one (Intermediate XX, 77 mg, 0.26 mmol), 2-chloro-4-cyclopropylpyrimidine (44 mg, 0.26 mmol), potassium carbonate (70 mg, 0.51 mmol), XPhos (61 mg, 0.13 mmol), and Pd2(dba)3 (23 mg, 0.025 mmol). The tube was evacuated and backfilled with argon 3×. Degassed t-amyl alcohol (0.85 ml) was added, and the tube was sealed and heated to 90° C. for 15 h. The mixture was then cooled to room temperature and purif... Starting materials: COC=1C(=CC2=C(CN3C(CN2C(=O)C2=CC(=C(C=C2)Br)C)=CC=C3)C1)OC (7,8-Dimethoxy-(10,11-dihydro-5H-pyrrolo[2,1-c][1,4]benzodiazepin-10-yl)-(4-bromo-3-methyl-phenyl)-methanone), FC(C1=C(C=CC=C1)B(O)O)(F)F (2-trifluoromethylphenyl boronic acid), P(=O)([O-])([O-])[O-].[K+].[K+].[K+] (potassium phosphate). The reagents and catalysts are [Pd].C1(=CC=CC=C1)P(C1=CC=CC=C1)C1=CC=CC=C1.C1(=CC=CC=C1)P(C1=CC=CC=C1)C1=CC=CC=C1.C1(=CC=CC=C1)P(C1=CC=CC=C1)C1=CC=CC=C1.C1(=CC=CC=C1)P(C1=CC=CC=C1)C1=CC=CC=C1 (tetrakis(triphenylphosphine) palladium(0)). Run in O1CCOCC1 (dioxane). The product is COC=1C(=CC2=C(CN3C(CN2C(=O)C2=CC(=C(C=C2)C2=C(C=CC=C2)C(F)(F)F)C)=CC=C3)C1)OC (7,8-Dimethoxy-[10,11-dihydro-5H-pyrrolo[2,1-c][1,4]benzodiazepin-10-yl]-[2-methyl-2′-trifluoromethyl-[1,1′-biphenyl]-4-yl]methanone). The yield is 87.1%. Reaction SMILES: [CH3:1][O:2][C:3]1[C:4]([O:27][CH3:28])=[CH:5][C:6]2[N:12]([C:13]([C:15]3[CH:20]=[CH:19][C:18](Br)=[C:17]([CH3:22])[CH:16]=3)=[O:14])[CH2:11][C:10]3=[CH:23][CH:24]=[CH:25][N:9]3[CH2:8][C:7]=2[CH:26]=1.[F:29][C:30]([F:41])([F:40])[C:31]1[CH:36]=[CH:35][CH:34]=[CH:33][C:32]=1B(O)O.P([O-])([O-])([O-])=O.[K+].[K+].[K+]>[Pd].C1(P(C2C=CC=CC=2)C2C=CC=CC=2)C=CC=CC=1.C1(P(C2C=CC=CC=2)C2C=CC=CC=2)C=CC=CC=1.C1(P(C2C=CC=CC=2)C2C=CC=CC=2)C=CC=CC=1.C1(P(C2C=CC=CC=2)C2C=CC=CC=2)C=CC=CC=1.O1CCOCC1>[CH3:1][O:2][C:3]1[C:4]([O:27][CH3:28])=[CH:5][C:6]2[N:12]([C:13]([C:15]3[CH:20]=[CH:19][C:18]([C:32]4[CH:33]=[CH:34][CH:35]=[CH:36][C:31]=4[C:30]([F:41])([F:40])[F:29])=[C:17]([CH3:22])[CH:16]=3)=[O:14])[CH2:11][C:10]3=[CH:23][CH:24]=[CH:25][N:9]3[CH2:8][C:7]=2[CH:26]=1 |f:2.3.4.5,6.7.8.9.10|. Reported procedure: The 7,8-dimethoxy-(10,11-dihydro-5H-pyrrolo[2,1-c][1,4]benzodiazepin-10-yl)-(4-bromo-3-methyl-phenyl)-methanone of Step C (1.0 g) was reacted with 2-trifluoromethylphenyl boronic acid (0.645 g, 1.5 equiv.), potassium phosphate (0.964 g, 2.0 equiv.) and a catalytic amount (0.050 g) of tetrakis(triphenylphosphine) palladium(0) in refluxing dioxane (10 mL) under nitrogen for 24 hours. The reaction was then cooled to room temperature, filtered through Celite, and the solvent removed in vacuo. The re... The reactants are COC(=O)CBr, CCNc1ccc(C#N)cc1N=C1SC(=C2Sc3ccc(O)cc3N2C)C(=O)N1Cc1ccccc1, CCC(C)=O, [K+], [K+], O=C([O-])[O-]. The product is CCNc1ccc(C#N)cc1N=C1SC(=C2Sc3ccc(OCC(=O)OC)cc3N2C)C(=O)N1Cc1ccccc1. RXN SMILES: [Br:43][CH2:44][C:45](=[O:46])[O:47][CH3:48].[CH2:7]([c:8]1[cH:9][cH:10][cH:11][cH:12][cH:13]1)[N:14]1[C:15](=[N:31][c:32]2[cH:33][c:34]([C:35]#[N:36])[cH:37][cH:38][c:39]2[NH:40][CH2:41][CH3:42])[S:16][C:17](=[C:20]2[S:21][c:22]3[c:23]([cH:26][c:27]([OH:30])[cH:28][cH:29]3)[N:24]2[CH3:25])[C:18]1=[O:19].[CH3:49][C:50](=[O:51])[CH2:52][CH3:53].[K+:1].[K+:2].[O-:3][C:4]([O-:5])=[O:6]>>[CH2:7]([c:8]1[cH:9][cH:10][cH:11][cH:12][cH:13]1)[N:14]1[C:15](=[N:31][c:32]2[cH:33][c:34]([C:35]#[N:36])[cH:37][cH:38][c:39]2[NH:40][CH2:41][CH3:42])[S:16][C:17](=[C:20]2[S:21][c:22]3[c:23]([cH:26][c:27]([O:30][CH2:44][C:45](=[O:46])[O:47][CH3:48])[cH:28][cH:29]3)[N:24]2[CH3:25])[C:18]1=[O:19]. The reactants are reagent, base, BrCC(=O)OCC (BrCH2CO2Et), C(C1=CC=CC=C1)NNCC1=CC=CC=C1 (dibenzylhydrazine), C1CCOC1 (THF), BrCC(=O)OCC (BrCH2CO2Et). The reagents and catalysts are CCCC[N+](CCCC)(CCCC)CCCC.[I-] (TBAI). Solvent: CCN(CC)CC (Et3N), CCN(CC)CC (Et3N). Conditions: temperature 60 celsius, time 7 hour. The product is NCC(=O)O.C(C1=CC=CC=C1)NNCC1=CC=CC=C1 (Dibenzylhydrazine Glycine). Isolated yield 97.0%. RXN SMILES: [CH2:1]([NH:8][NH:9][CH2:10][C:11]1[CH:16]=[CH:15][CH:14]=[CH:13][CH:12]=1)[C:2]1[CH:7]=[CH:6][CH:5]=[CH:4][CH:3]=1.C1COCC1.Br[CH2:23][C:24]([O:26]CC)=[O:25]>CCCC[N+](CCCC)(CCCC)CCCC.[I-].CCN(CC)CC>[NH2:8][CH2:23][C:24]([OH:26])=[O:25].[CH2:1]([NH:8][NH:9][CH2:10][C:11]1[CH:16]=[CH:15][CH:14]=[CH:13][CH:12]=1)[C:2]1[CH:3]=[CH:4][CH:5]=[CH:6][CH:7]=1 |f:3.4,6.7|. Procedure: To a solution of dibenzylhydrazine (5.30 g, 25.0 mmol) and THF (50 mL) and TBAI (0.46 g, 1.25 mmol) was added BrCH2CO2Et (2.64 mL, 23.8 mmol) and Et3N (3.32 mL, 23.8 mmol). The reaction mixture was stirred at 60° C. for 7 hours, an additional 0.3 eq. of base and electrophile were added (BrCH2CO2Et, 0.83 mL, 7.5 mmol and Et3N, 1.0 mL, 7.5 mmol). The reaction mixture was held overnight at R/T, an additional 0.3 eq. of each reagent was added and the reaction mixture was stirred at 60° C. for 4 more... The reactants are O=C(Br)CBr, C=CO, C=CN1CCCC1=O, CN(C)C=O. Product: C=CN1CCCC1=O, O=C(O)CBr. As a reaction SMILES: [Br:12][CH2:13][C:14](=[O:15])[Br:16].[CH:1](=[CH2:2])[OH:3].[CH:4](=[CH2:5])[N:6]1[C:7](=[O:11])[CH2:8][CH2:9][CH2:10]1.[O:17]=[CH:18][N:19]([CH3:20])[CH3:21]>>[CH:4](=[CH2:5])[N:6]1[C:7](=[O:11])[CH2:8][CH2:9][CH2:10]1.[O:3]=[C:14]([CH2:13][Br:12])[OH:15]. As a reaction SMILES: C(O)(=O)CC(CC(O)=O)(C(O)=O)O.ClC1C=C([C@H](CC[N:42]2[CH2:47][CH2:46][CH:45]([C:48]3[CH:53]=[CH:52][C:51]([O:54][CH3:55])=[CH:50][C:49]=3[S@:56]([CH3:58])=O)[CH2:44][CH2:43]2)CN(C)C(C2C3C(=CC=CC=3)C=C(C#N)C=2)=O)C=CC=1Cl.FC(F)(F)C(O)=O>>[CH3:55][O:54][C:51]1[CH:52]=[CH:53][C:48]([CH:45]2[CH2:46][CH2:47][NH:42][CH2:43][CH2:44]2)=[C:49]([S:56][CH3:58])[CH:50]=1 |f:0.1|. Reported procedure: 1-Benzyloxycarbonyl-4-[4-methoxy-2-methylthiophenyl]piperidine (Example 2) was N-deprotected using trifluoroacetic acid under standard conditions to give 4-[4-methoxy-2-methylthiophenyl]piperidine; 1H NMR (CDCl3) δ 7.15 (d, 1H), 6.76 (d, 1H), 6.69 (dd, 1H), 3.80 (s, 3H), 3.18 (dm, 2H), 3.01 (tt, 1H), 2.78 (td, 2H), 2.45 (s, 3H), 1.82 (dm, 2H), 1.66 (s, 1H), 1.58 (qd, 2H); MS m/z 238 (M+H). Yields the product COC1=CC(=C(C=C1)C1CCNCC1)SC (4-[4-methoxy-2-methylthiophenyl]piperidine). Starting materials: C(CC(O)(C(=O)O)CC(=O)O)(=O)O.ClC=1C=C(C=CC1Cl)[C@@H](CN(C(=O)C1=CC(=CC2=CC=CC=C12)C#N)C)CCN1CCC(CC1)C1=C(C=C(C=C1)OC)[S@@](=O)C (N-[(S)-2-(3,4-Dichlorophenyl)-4-[4-{4-methoxy-(S)-2-methylsulfinylphenyl}-1-piperidinyl]butyl]-N-methyl-3-cyano-1-naphthamide Citrate), FC(C(=O)O)(F)F (trifluoroacetic acid). Reactants: C(C)(=O)OCC (ethyl acetate), CO (Methanol), IC=1C=C(C=C(C(=O)OC)C1)C(=O)OC (dimethyl 5-iodoisophthalate), [BH4-].[Na+] (sodium borohydride). The solvent is O (water), O1CCCC1 (tetrahydrofuran). Run at time 1 hour. Product: OCC=1C=C(C=C(C(=O)OC)C1)I (methyl 5-hydroxymethyl-3-iodobenzoate). The yield is 82.8%. RXN SMILES: CO.[I:3][C:4]1[CH:5]=[C:6]([C:14]([O:16][CH3:17])=[O:15])[CH:7]=[C:8]([CH:13]=1)[C:9](OC)=[O:10].[BH4-].[Na+].C(OCC)(=O)C>O1CCCC1.O>[OH:10][CH2:9][C:8]1[CH:13]=[C:4]([I:3])[CH:5]=[C:6]([CH:7]=1)[C:14]([O:16][CH3:17])=[O:15] |f:2.3|. Procedure details: Methanol (20 ml) was added dropwise to a mixture of dimethyl 5-iodoisophthalate (20.0 g) and sodium borohydride (2.4 g) in tetrahydrofuran (200 ml) for 15 minutes at 45-50° C., and the mixture was stirred for 1 hour at same temperature. The reaction mixture was added to a mixture of ethyl acetate and water, and the separated organic layer was washed with brine, dried over magnesium sulfate and evaporated in vacuo. The residue was purified by column chromatography on silica gel with chloroform-me... The reactants are C=CCn1ccc2cccc(C(=O)O)c21, O=C(c1cccc2cc[nH]c12)N1CC(CN2CCC(c3ccc(F)cc3)CC2)C(C2CC2)C1. The product is C=CCn1ccc2cccc(C(=O)N3CC(CN4CCC(c5ccc(F)cc5)CC4)C(C4CC4)C3)c21. As a reaction SMILES: [C:1](=[O:2])([OH:3])[c:4]1[cH:5][cH:6][cH:7][c:8]2[cH:9][cH:10][n:11]([CH2:13][CH:14]=[CH2:15])[c:12]12.[nH:16]1[c:17]2[c:18]([cH:19][cH:20][cH:21][c:22]2[C:23](=[O:24])[N:27]2[CH2:28][CH:29]([CH2:35][N:36]3[CH2:37][CH2:38][CH:39]([c:42]4[cH:43][cH:44][c:45]([F:48])[cH:46][cH:47]4)[CH2:40][CH2:41]3)[CH:30]([CH:32]3[CH2:33][CH2:34]3)[CH2:31]2)[cH:25][cH:26]1>>[C:1](=[O:3])([c:4]1[cH:5][cH:6][cH:7][c:8]2[cH:9][cH:10][n:11]([CH2:13][CH:14]=[CH2:15])[c:12]12)[N:27]1[CH2:28][CH:29]([CH2:35][N:36]2[CH2:37][CH2:38][CH:39]([c:42]3[cH:43][cH:44][c:45]([F:48])[cH:46][cH:47]3)[CH2:40][CH2:41]2)[CH:30]([CH:32]2[CH2:33][CH2:34]2)[CH2:31]1.